This data is from the Open Reaction Database (ORD), a public repository of structured organic reaction records. The task is: describe an organic reaction: reactants, conditions, products, and yield Starting materials: CCOC(=O)c1cc2cc(Br)ccc2[nH]1, CCOC(C)=O, Fc1cccc(CBr)c1, [H-], [Na+], CN(C)C=O, O. Product: CCOC(=O)c1cc2cc(Br)ccc2n1Cc1cccc(F)c1. As a reaction SMILES: [Br:1][c:2]1[cH:3][c:4]2[cH:5][c:6]([C:11](=[O:12])[O:13][CH2:14][CH3:15])[nH:7][c:8]2[cH:9][cH:10]1.[CH3:33][CH2:34][O:35][C:36](=[O:37])[CH3:38].[F:18][c:19]1[cH:20][c:21]([CH2:22][Br:23])[cH:24][cH:25][cH:26]1.[H-:16].[Na+:17].[O:27]=[CH:28][N:29]([CH3:30])[CH3:31].[OH2:32]>>[Br:1][c:2]1[cH:3][c:4]2[cH:5][c:6]([C:11](=[O:12])[O:13][CH2:14][CH3:15])[n:7]([CH2:22][c:21]3[cH:20][c:19]([F:18])[cH:26][cH:25][cH:24]3)[c:8]2[cH:9][cH:10]1. Starting materials: CC1=C(C(=O)C=2C=C(C#N)C=CC2)C=CC(=C1)OCCCCCC (3-(2-methyl-4-n-hexyloxybenzoyl)benzonitrile), C(C)(=O)O (acetic acid), S(O)(O)(=O)=O (sulfuric acid), ice water. Product: C(CCCCC)OC1=CC(=C(C(=O)C=2C=C(C(=O)O)C=CC2)C=C1)C (3-(4-n-hexyloxy-2-methylbenzoyl)benzoic acid). Reaction SMILES: [CH3:1][C:2]1[CH:17]=[C:16]([O:18][CH2:19][CH2:20][CH2:21][CH2:22][CH2:23][CH3:24])[CH:15]=[CH:14][C:3]=1[C:4]([C:6]1[CH:7]=C([CH:11]=[CH:12][CH:13]=1)C#N)=[O:5].S(=O)(=O)(O)O.[C:30]([OH:33])(=[O:32])[CH3:31]>>[CH2:19]([O:18][C:16]1[CH:15]=[CH:14][C:3]([C:4]([C:6]2[CH:7]=[C:31]([CH:11]=[CH:12][CH:13]=2)[C:30]([OH:33])=[O:32])=[O:5])=[C:2]([CH3:1])[CH:17]=1)[CH2:20][CH2:21][CH2:22][CH2:23][CH3:24]. Reported procedure: Anhydrous aluminium chloride (38.35 g) is added to a solution of the acid chloride prepared from 3-cyanobenzoic acid (36.3 g) as described in Example 26 and nitrobenzene (200 ml). A solution of 3-n-hexyloxytoluene (39.5 g) in nitrobenzene (50 ml) is added and the resulting mixture heated to 110°-120° C. for 3 hours. The reaction mixture is cooled and poured into a mixture of ice water (1,000 ml) and concentrated hydrochloric acid (100 ml). The mixture is extracted with ether (3×300 ml) and the c...